This data is from the Open Reaction Database (ORD), a public repository of structured organic reaction records. The task is: describe an organic reaction: reactants, conditions, products, and yield RXN SMILES: [Al+3:45].[CH2:1]([CH3:2])[C:3]([CH2:4][CH3:5])([c:6]1[cH:7][c:8]([CH3:20])[c:9]([O:12][CH2:13][CH:14]([C:15]([CH3:16])([CH3:17])[CH3:18])[OH:19])[cH:10][cH:11]1)[c:21]1[cH:22][c:23]([CH3:33])[c:24]([C:25](=[O:26])[N:27]([O:28][CH3:29])[CH3:30])[cH:31][cH:32]1.[CH2:34]1[O:35][CH2:36][CH2:37][CH2:38]1.[CH2:39]1[O:40][CH2:41][CH2:42][CH2:43]1.[CH3:50][CH2:51][O:52][CH2:53][CH3:54].[H-:44].[H-:47].[H-:48].[H-:49].[Li+:46]>>[CH2:1]([CH3:2])[C:3]([CH2:4][CH3:5])([c:6]1[cH:7][c:8]([CH3:20])[c:9]([O:12][CH2:13][CH:14]([C:15]([CH3:16])([CH3:17])[CH3:18])[OH:19])[cH:10][cH:11]1)[c:21]1[cH:22][c:23]([CH3:33])[c:24]([CH:25]=[O:26])[cH:31][cH:32]1. Yields the product CCC(CC)(c1ccc(C=O)c(C)c1)c1ccc(OCC(O)C(C)(C)C)c(C)c1. Reactants: [Al+3], CCC(CC)(c1ccc(OCC(O)C(C)(C)C)c(C)c1)c1ccc(C(=O)N(C)OC)c(C)c1, C1CCOC1, C1CCOC1, CCOCC, [H-], [H-], [H-], [H-], [Li+]. Starting materials: BrC1=CC(=C(C=C1)O)Cl (4-bromo-2-chlorophenol), S(=O)(=O)(OCCOCCOC)C1=CC=C(C)C=C1 (2-(2-methoxyethoxy)ethyl tosylate), ( b ). The product is BrC1=CC(=C(C=C1)OCCOCCOC)Cl (4-Bromo-2-chloro-[2-(2-methoxyethoxy)ethoxy]benzene). Reaction SMILES: [Br:1][C:2]1[CH:7]=[CH:6][C:5]([OH:8])=[C:4]([Cl:9])[CH:3]=1.S(C1C=CC(C)=CC=1)(O[CH2:14][CH2:15][O:16][CH2:17][CH2:18][O:19][CH3:20])(=O)=O>>[Br:1][C:2]1[CH:7]=[CH:6][C:5]([O:8][CH2:14][CH2:15][O:16][CH2:17][CH2:18][O:19][CH3:20])=[C:4]([Cl:9])[CH:3]=1. Procedure details: Prepared from 4-bromo-2-chlorophenol and 2-(2-methoxyethoxy)ethyl tosylate by the method of Example 42 (b). Reactants: CCCCCCC, O=C(Cl)CC1CCCCC1, ClCCl, Clc1ccc(-n2nc3ccccc3c2NC2CCCCC2)cc1, [H-], [Na+], CN(C)C=O. The product is O=C(CC1CCCCC1)N(c1c2ccccc2nn1-c1ccc(Cl)cc1)C1CCCCC1. RXN SMILES: [CH3:39][CH2:40][CH2:41][CH2:42][CH2:43][CH2:44][CH3:45].[CH:26]1([CH2:32][C:33](=[O:34])[Cl:35])[CH2:27][CH2:28][CH2:29][CH2:30][CH2:31]1.[Cl:36][CH2:37][Cl:38].[Cl:3][c:4]1[cH:5][cH:6][c:7](-[n:10]2[n:11][c:12]3[cH:13][cH:14][cH:15][cH:16][c:17]3[c:18]2[NH:19][CH:20]2[CH2:21][CH2:22][CH2:23][CH2:24][CH2:25]2)[cH:8][cH:9]1.[H-:2].[Na+:1].[O:46]=[CH:47][N:48]([CH3:49])[CH3:50]>>[Cl:3][c:4]1[cH:5][cH:6][c:7](-[n:10]2[n:11][c:12]3[cH:13][cH:14][cH:15][cH:16][c:17]3[c:18]2[N:19]([CH:20]2[CH2:21][CH2:22][CH2:23][CH2:24][CH2:25]2)[C:33]([CH2:32][CH:26]2[CH2:27][CH2:28][CH2:29][CH2:30][CH2:31]2)=[O:34])[cH:8][cH:9]1. The reactants are C(#N)C1C(C1)C(=CC(=O)OCC)C1=CC(=CC=C1)COCOC (ethyl 3-(2-cyanocyclopropyl)-3-(3-((methoxymethoxy)methyl)phenyl)acrylate). The reagents and catalysts are [Pd] (palladium-activated carbon). Run in C(C)(=O)OCC (ethyl acetate). Run at time 1 hour. Product: C(#N)C1C(C1)C(CC(=O)OCC)C1=CC(=CC=C1)COCOC (ethyl 3-(2-cyanocyclopropyl)-3-(3-((methoxymethoxy)methyl)phenyl)propanoate). The yield is 93.1%. RXN SMILES: [C:1]([CH:3]1[CH2:5][CH:4]1[C:6]([C:13]1[CH:18]=[CH:17][CH:16]=[C:15]([CH2:19][O:20][CH2:21][O:22][CH3:23])[CH:14]=1)=[CH:7][C:8]([O:10][CH2:11][CH3:12])=[O:9])#[N:2]>C(OCC)(=O)C.[Pd]>[C:1]([CH:3]1[CH2:5][CH:4]1[CH:6]([C:13]1[CH:18]=[CH:17][CH:16]=[C:15]([CH2:19][O:20][CH2:21][O:22][CH3:23])[CH:14]=1)[CH2:7][C:8]([O:10][CH2:11][CH3:12])=[O:9])#[N:2]. Procedure: To a solution of ethyl 3-(2-cyanocyclopropyl)-3-(3-((methoxymethoxy)methyl)phenyl)acrylate (490 mg) obtained in Example 86, step 4, in ethyl acetate (8 mL) was added 10% palladium-activated carbon (100 mg) and, under a hydrogen atmosphere, the mixture was stirred at room temperature for 1 hr. The reaction mixture was filtered, and the filtrate was concentrated under reduced pressure to give a crude product (459 mg) of the title compound as a colorless oil. This compound was used for the next ste... Reported procedure: A solution of 1-(2-aminoethyl)-7-[(4-fluorophenyl)methyl]-4-hydroxy-N-[3-(4-morpholinyl)propyl]-2-oxo-1,2-dihydro-1,5-naphthyridine-3-carboxamide (0.025 g, 0.052 mmol) and diisopropyl ethylamine (0.05 mL, 0.29 mmol) in DMF (5 mL) under nitrogen was treated with methanesulfonyl chloride (0.0053 mL, 0.068 mmol) at 40° C. for 1 h then 3½ h at ambient temperature. The reaction was concentrated in vacuo and the resulting residue was triturated with Et2O:MeOH, filtered, washed with 2:1 Et2O:MeOH, and ... Reaction SMILES: [NH2:1][CH2:2][CH2:3][N:4]1[C:13]2[C:8](=[N:9][CH:10]=[C:11]([CH2:14][C:15]3[CH:20]=[CH:19][C:18]([F:21])=[CH:17][CH:16]=3)[CH:12]=2)[C:7]([OH:22])=[C:6]([C:23]([NH:25][CH2:26][CH2:27][CH2:28][N:29]2[CH2:34][CH2:33][O:32][CH2:31][CH2:30]2)=[O:24])[C:5]1=[O:35].C(N(C(C)C)CC)(C)C.[CH3:45][S:46](Cl)(=[O:48])=[O:47]>CN(C=O)C>[F:21][C:18]1[CH:17]=[CH:16][C:15]([CH2:14][C:11]2[CH:12]=[C:13]3[C:8]([C:7]([OH:22])=[C:6]([C:23]([NH:25][CH2:26][CH2:27][CH2:28][N:29]4[CH2:30][CH2:31][O:32][CH2:33][CH2:34]4)=[O:24])[C:5](=[O:35])[N:4]3[CH2:3][CH2:2][NH:1][S:46]([CH3:45])(=[O:48])=[O:47])=[N:9][CH:10]=2)=[CH:20][CH:19]=1. The reactants are NCCN1C(C(=C(C2=NC=C(C=C12)CC1=CC=C(C=C1)F)O)C(=O)NCCCN1CCOCC1)=O (1-(2-aminoethyl)-7-[(4-fluorophenyl)methyl]-4-hydroxy-N-[3-(4-morpholinyl)propyl]-2-oxo-1,2-dihydro-1,5-naphthyridine-3-carboxamide), C(C)(C)N(CC)C(C)C (diisopropyl ethylamine), CS(=O)(=O)Cl (methanesulfonyl chloride). Yields the product FC1=CC=C(C=C1)CC1=CN=C2C(=C(C(N(C2=C1)CCNS(=O)(=O)C)=O)C(=O)NCCCN1CCOCC1)O (7-[(4-fluorophenyl)methyl]-4-hydroxy-1-{2-[(methylsulfonyl)amino]ethyl}-N-[3-(4-morpholinyl)propyl]-2-oxo-1,2-dihydro-1,5-naphthyridine-3-carboxamide). The solvent is CN(C)C=O (DMF). Reactants: C(C(C)C)(=O)C=1C=NC2=C(C=CC=C2C1Cl)COC(C1=CC=CC=C1)=O (3-isobutyryl-4-chloro-8-benzoyloxymethylquinoline), CC1=C(N)C=CC=C1 (2-methylaniline). Solvent: O1CCOCC1 (dioxan). Run at time 1 hour. Yields the product N1=CC=CC2=CC=CC=C12 (quinoline). Isolated yield 113.0%. RXN SMILES: C([C:6]1[CH:7]=[N:8][C:9]2[C:14]([C:15]=1Cl)=[CH:13][CH:12]=[CH:11][C:10]=2COC(=O)C1C=CC=CC=1)(=O)C(C)C.CC1C=CC=CC=1N>O1CCOCC1>[N:8]1[C:9]2[C:14](=[CH:13][CH:12]=[CH:11][CH:10]=2)[CH:15]=[CH:6][CH:7]=1. Procedure details: A solution of 3-isobutyryl-4-chloro-8-benzoyloxymethylquinoline (3.68 g, 10 mmol) and 2-methylaniline (2.13 ml, 20 mmol) in dioxan (50 ml) was heated at reflux for 2 hours, then evaporated, taken up in dichloromethane, washed with aqueous sodium bicarbonate, water and brine, dried and evaporated to an oil. This was taken up in 1% methanolic sodium hydroxide solution (100 ml) and stirred vigorously for 1 hour. The methanol was evaporated, water and dichloromethane added, the aqueous phase adjuste... Reactants: C[O-].[Na+] (sodium methoxide), [Na] (sodium), Duolite-H+, C(C)(=O)O[C@H]1[C@H](OCCSCCC(=O)OC)O[C@@H]([C@@H]([C@@H]1OC(C)=O)OC(C)=O)COC(C)=O (2-(2-Methoxycarbonylethylthio)ethyl 2,3,4,6-tetra-O-acetyl-β-D-galactopyranoside). Solvent: CO (methanol), CO (methanol), CO (methanol). Conditions: time 4 hour. Yields the product O([C@H]1[C@H](O)[C@@H](O)[C@@H](O)[C@H](O1)CO)CCSCCC(=O)OC (2-(2-Methoxycarbonylethylthio)ethyl β-D-galactopyranoside). Yield: 77.9%. As a reaction SMILES: C([O:4][C@@H:5]1[C@@H:20]([O:21]C(=O)C)[C@@H:19]([O:25]C(=O)C)[C@@H:18]([CH2:29][O:30]C(=O)C)[O:17][C@H:6]1[O:7][CH2:8][CH2:9][S:10][CH2:11][CH2:12][C:13]([O:15][CH3:16])=[O:14])(=O)C.C[O-].[Na+].[Na]>CO>[O:7]([CH2:8][CH2:9][S:10][CH2:11][CH2:12][C:13]([O:15][CH3:16])=[O:14])[C@@H:6]1[O:17][C@H:18]([CH2:29][OH:30])[C@H:19]([OH:25])[C@H:20]([OH:21])[C@H:5]1[OH:4] |f:1.2,^1:36|. Procedure details: 2-(2-Methoxycarbonylethylthio)ethyl 2,3,4,6-tetra-O-acetyl-β-D-galactopyranoside (19) (1.00 g; 2.32 mmol) was dissolved in 25 ml of dry methanol and added to a solution of sodium methoxide in methanol, prepared from sodium (~0.05 g) and 10 ml of methanol. Stirring was continued for 4 h after which the reaction mixture was neutralized with Duolite-H+ (methanol washed and dried). Filtration and evaporation of the solvent gave a quantitative yield of the title compound (28; 590 mg) which was pure a... Reactants: CCO (EtOH), CN1CCNCC1 (N-methylpiperazine), FC=1C=CC(=C(C1)NS(=O)(=O)C)[N+](=O)[O-] (N-(5-fluoro-2-nitrophenyl)methanesulfonamide). Run in [Cl-].[Na+].O (brine), CN(C)C=O (DMF), CN(C)C=O (DMF). Reaction conditions: temperature 20 celsius, time 1 hour. Product: CN1CCN(CC1)C=1C=CC(=C(C1)NS(=O)(=O)C)[N+](=O)[O-] (N-[5-(4-methyl-1-piperazinyl)-2-nitrophenyl]-methanesulfonamide). The yield is 84.0%. RXN SMILES: F[C:2]1[CH:3]=[CH:4][C:5]([N+:13]([O-:15])=[O:14])=[C:6]([NH:8][S:9]([CH3:12])(=[O:11])=[O:10])[CH:7]=1.[CH3:16][N:17]1[CH2:22][CH2:21][NH:20][CH2:19][CH2:18]1.CCO>CN(C=O)C.[Cl-].[Na+].O>[CH3:16][N:17]1[CH2:22][CH2:21][N:20]([C:2]2[CH:3]=[CH:4][C:5]([N+:13]([O-:15])=[O:14])=[C:6]([NH:8][S:9]([CH3:12])(=[O:11])=[O:10])[CH:7]=2)[CH2:19][CH2:18]1 |f:4.5.6|. Procedure: N-(5-fluoro-2-nitrophenyl)methanesulfonamide (1.33 g, 5.68 mmol) was dissolved in DMF (10 mL) and N-methylpiperazine (2.00 g, 20 mmol) was added. The reaction mixture was stirred at 20° C. for 1 h, and then heated with a heat gun for 5 min to reach boiling of DMF (150° C.), then left stirring for another hour. The reaction mixture was then poured into brine and extracted with toluene (10 mL×2), EtOAc (20 mL×2) and CH2Cl2 (20 mL×2), NaHCO3 was then added to the water phase and then the water phas...